From a dataset of the Open Reaction Database (ORD), a public repository of structured organic reaction records. describe an organic reaction: reactants, conditions, products, and yield Reactants: Cl (hydrochloride), C(C1=CC=CC=C1)(=O)N1CCC(CC1)CCC(=O)C1=CC=C(C=C1)F (3-(1-benzoyl 4-piperidyl) 1-(4-fluorophenyl) 1-propanone). The product is FC1=CC=C(C=C1)CCCC1CCNCC1 (4-[3-(4-fluorophenyl)1-propyl]piperidine). Isolated yield 55.1%. RXN SMILES: C([N:9]1[CH2:14][CH2:13][CH:12]([CH2:15][CH2:16][C:17]([C:19]2[CH:24]=[CH:23][C:22]([F:25])=[CH:21][CH:20]=2)=O)[CH2:11][CH2:10]1)(=O)C1C=CC=CC=1.Cl>>[F:25][C:22]1[CH:21]=[CH:20][C:19]([CH2:17][CH2:16][CH2:15][CH:12]2[CH2:11][CH2:10][NH:9][CH2:14][CH2:13]2)=[CH:24][CH:23]=1. Procedure details: The procedure is as in Example 6 starting from 24.2 g of 3-(1-benzoyl 4-piperidyl) 1-(4-fluorophenyl) 1-propanone. 8.7 g of 4-[3-(4-fluorophenyl)1-propyl]piperidine are obtained in the form of the hydrochloride melting at 142° C. Reaction SMILES: [CH3:11][c:12]1[cH:13][cH:14][c:15]([NH2:18])[n:16][cH:17]1.[CH3:1][Al:2]([CH3:3])[CH3:4].[CH3:46][c:47]1[cH:48][cH:49][cH:50][cH:51][cH:52]1.[CH3:5][CH2:6][CH2:7][CH2:8][CH2:9][CH3:10].[CH:19]([CH3:20])([CH3:21])[O:22][CH2:23][CH:24]([C:25](=[O:26])[O:27][CH3:28])[O:29][c:30]1[c:31]2[c:32]([n:33][cH:34][n:35]1)[n:36](-[c:39]1[n:40][cH:41][cH:42][cH:43][c:44]1[CH3:45])[n:37][cH:38]2>>[CH3:11][c:12]1[cH:13][cH:14][c:15]([NH:18][C:25]([CH:24]([CH2:23][O:22][CH:19]([CH3:20])[CH3:21])[O:29][c:30]2[c:31]3[c:32]([n:33][cH:34][n:35]2)[n:36](-[c:39]2[n:40][cH:41][cH:42][cH:43][c:44]2[CH3:45])[n:37][cH:38]3)=[O:26])[n:16][cH:17]1. The product is Cc1ccc(NC(=O)C(COC(C)C)Oc2ncnc3c2cnn3-c2ncccc2C)nc1. The reactants are Cc1ccc(N)nc1, C[Al](C)C, Cc1ccccc1, CCCCCC, COC(=O)C(COC(C)C)Oc1ncnc2c1cnn2-c1ncccc1C.